Dataset: the Open Reaction Database (ORD), a public repository of structured organic reaction records. Task: describe an organic reaction: reactants, conditions, products, and yield Reactants: C(C1=CC=CC=C1)OC1=C(C=C(C=C1F)C=1OC2=C(N1)C=CC(=C2)OC[C@H](C)NC(C)=O)F (N-((2S)-1-((2-(4-(benzyloxy)-3,5-difluorophenyl)-1,3-benzoxazol-6-yl)oxy)propan-2-yl)acetamide), ICC (iodoethane). Yields the product C(C)OC1=C(C=C(C=C1F)C=1OC2=C(N1)C=CC(=C2)OC[C@H](C)NC(C)=O)F (N-((2S)-1-((2-(4-ethoxy-3,5-difluorophenyl)-1,3-benzoxazol-6-yl)oxy)propan-2-yl)acetamide). RXN SMILES: [CH2:1]([O:8][C:9]1[C:14]([F:15])=[CH:13][C:12]([C:16]2[O:17][C:18]3[CH:24]=[C:23]([O:25][CH2:26][C@@H:27]([NH:29][C:30](=[O:32])[CH3:31])[CH3:28])[CH:22]=[CH:21][C:19]=3[N:20]=2)=[CH:11][C:10]=1[F:33])[C:2]1C=CC=CC=1.ICC>>[CH2:1]([O:8][C:9]1[C:10]([F:33])=[CH:11][C:12]([C:16]2[O:17][C:18]3[CH:24]=[C:23]([O:25][CH2:26][C@@H:27]([NH:29][C:30](=[O:32])[CH3:31])[CH3:28])[CH:22]=[CH:21][C:19]=3[N:20]=2)=[CH:13][C:14]=1[F:15])[CH3:2]. Reported procedure: Using N-((2S)-1-((2-(4-(benzyloxy)-3,5-difluorophenyl)-1,3-benzoxazol-6-yl)oxy)propan-2-yl)acetamide and iodoethane, and in the same manner as in Example 5, the title compound was obtained. Conditions: temperature 0 celsius, time 15 minute. Yields the product CC(CS(=O)(=O)CC1=CC=C(CN)C=C1)(C)C (4-(2,2-Dimethylpropane-sulfonylmethyl)-benzylamine). As a reaction SMILES: [CH3:1][C:2]([CH3:17])([CH3:16])[CH2:3][S:4]([CH2:7][C:8]1[CH:15]=[CH:14][C:11]([C:12]#[N:13])=[CH:10][CH:9]=1)(=[O:6])=[O:5].[BH4-].[Na+]>CO.O.O.O.O.O.O.O.[Co](Cl)Cl>[CH3:1][C:2]([CH3:17])([CH3:16])[CH2:3][S:4]([CH2:7][C:8]1[CH:9]=[CH:10][C:11]([CH2:12][NH2:13])=[CH:14][CH:15]=1)(=[O:6])=[O:5] |f:1.2,5.6.7.8.9.10.11|. Isolated yield 18.4%. Starting materials: CC(CS(=O)(=O)CC1=CC=C(C#N)C=C1)(C)C (4-(2,2-dimethylpropane-sulfonylmethyl)-benzonitrile), [BH4-].[Na+] (sodium borohydride). Reported procedure: Add cobalt(II) chloride hexahydrate (1.83 mg, 7.7 mmol) to a solution of 4-(2,2-dimethylpropane-sulfonylmethyl)-benzonitrile (966 mg, 3.85 mmol) in methanol (25 mL). Cool the mixture to 0° C. and stir for 15 min. Carefully add sodium borohydride (1.46 g, 38.49 mmol) in small batches, allow the mixture to warm to room temperature and stir for 2 h. Dilute the mixture with water and partition between water and chloroform. Extract the aqueous phase three times with chloroform/iso-propanol (3:1). Dry... Run in O (water), CO (methanol). Reagents/catalysts: O.O.O.O.O.O.[Co](Cl)Cl (cobalt(II) chloride hexahydrate). Starting materials: Cl, O=N[O-], Nc1nnc(-c2ccccc2)s1, [Na+], O=S(=O)(O)O. Product: Clc1nnc(-c2ccccc2)s1. RXN SMILES: [ClH:22].[N:18]([O-:19])=[O:20].[NH2:6][c:7]1[s:8][c:9](-[c:12]2[cH:13][cH:14][cH:15][cH:16][cH:17]2)[n:10][n:11]1.[Na+:21].[S:1]([OH:2])([OH:3])(=[O:4])=[O:5]>>[c:7]1([Cl:22])[s:8][c:9](-[c:12]2[cH:13][cH:14][cH:15][cH:16][cH:17]2)[n:10][n:11]1. The reactants are H+, NC1=NC=C(C=C1C=1OC=2C(N1)=C(C=CC2)O)Br (2-(2-amino-5-bromo-3-pyridyl)-1,3-benzoxazol-4-ol), C([O-])([O-])=O.[K+].[K+] (potassium carbonate). Solvent: CN(C)C=O (DMF). Conditions: temperature 25 celsius, time 3 hour. Product: BrC=1C=C(C(=NC1)N)C=1OC2=C(N1)C(=CC=C2)OC (5-bromo-3-(4-methoxy-1,3-benzoxazol-2-yl)pyridin-2-amine). Yield: 56.0%. RXN SMILES: [NH2:1][C:2]1[C:7]([C:8]2[O:9][C:10]3[C:11](=[C:13]([OH:17])[CH:14]=[CH:15][CH:16]=3)[N:12]=2)=[CH:6][C:5]([Br:18])=[CH:4][N:3]=1.[C:19](=O)([O-])[O-].[K+].[K+]>CN(C=O)C>[Br:18][C:5]1[CH:6]=[C:7]([C:8]2[O:9][C:10]3[CH:16]=[CH:15][CH:14]=[C:13]([O:17][CH3:19])[C:11]=3[N:12]=2)[C:2]([NH2:1])=[N:3][CH:4]=1 |f:1.2.3|. Reported procedure: TFA (20 ml) was added to the mixture. The resulting solution was stirred at 25° C. for 2 hours. The TFA was evaporated and the mixture was basified with a solution 7N of ammonia in methanol. The mixture was adsorbed on silica gel. The crude product was purified by flash chromatography on silica gel eluting with 1 to 2% methanol in dichloromethane. The solvent was evaporated to dryness to afford 2-(2-amino-5-bromo-3-pyridyl)-1,3-benzoxazol-4-ol (1.040 g) as a solid. NMR Spectrum: (DMSOd6) 6.81 (d... The reactants are Cl, [Fe], Nc1ncc(C2CCN(c3ccc([N+](=O)[O-])cc3)CC2)c(N)n1, O. Product: Nc1ncc(C2CCN(c3ccc(Cl)cc3)CC2)c(N)n1. RXN SMILES: [ClH:24].[Fe:26].[NH2:1][c:2]1[n:3][cH:4][c:5]([CH:9]2[CH2:10][CH2:11][N:12]([c:15]3[cH:16][cH:17][c:18]([N+:21]([O-:22])=[O:23])[cH:19][cH:20]3)[CH2:13][CH2:14]2)[c:6]([NH2:8])[n:7]1.[OH2:25]>>[NH2:1][c:2]1[n:3][cH:4][c:5]([CH:9]2[CH2:10][CH2:11][N:12]([c:15]3[cH:16][cH:17][c:18]([Cl:24])[cH:19][cH:20]3)[CH2:13][CH2:14]2)[c:6]([NH2:8])[n:7]1. Starting materials: BrC1=NC=CC=C1 (2-bromo-pyridine), C(C)(C)(C)OC(N(C(CCC#C)=O)C1=C(C=C(C=C1)F)C)=O ((4-fluoro-2-methyl-phenyl)-pent-4-ynoyl-carbamic acid tert-butyl ester). Product: title compound, C(C)(C)(C)OC(NC(CCC#CC1=NC=CC=C1)=O)=O ((5-pyridin-2-yl-pent-4-ynoyl)-carbamic acid tert-butyl ester). RXN SMILES: Br[C:2]1[CH:7]=[CH:6][CH:5]=[CH:4][N:3]=1.[C:8]([O:12][C:13](=[O:29])[N:14](C1C=CC(F)=CC=1C)[C:15](=[O:20])[CH2:16][CH2:17][C:18]#[CH:19])([CH3:11])([CH3:10])[CH3:9]>>[C:8]([O:12][C:13](=[O:29])[NH:14][C:15](=[O:20])[CH2:16][CH2:17][C:18]#[C:19][C:2]1[CH:7]=[CH:6][CH:5]=[CH:4][N:3]=1)([CH3:11])([CH3:9])[CH3:10]. Procedure details: The title compound was prepared in accordance with the general method of Example 1, from 2-bromo-pyridine (129 mg, 0.82 mmol) and (4-fluoro-2-methyl-phenyl)-pent-4-ynoyl-carbamic acid tert-butyl ester 250 mg, 0.82 mmol). Reaction time: 3 hours. The crude residue was purified by flash chromatography (cyclohexane/AcOEt 4:1) to yield 190 mg (0.50 mmol, 61%) of 4-fluoro-2-methyl-phenyl)-(5-pyridin-2-yl-pent-4-ynoyl)-carbamic acid tert-butyl ester as a white solid. Starting materials: ClC1=C(C=C(N)C=C1)C1=NC=CC=C1 (4-chloro-3-(pyridine-2-yl)aniline), ClC1=C(C(=O)O)C=CC(=C1)S(=O)(=O)C[C@@H](C)O ((R)-2-chloro-4-(2-hydroxypropylsulfonyl)benzoic acid). Product: ClC1=C(C(=O)NC2=CC(=C(C=C2)Cl)C2=NC=CC=C2)C=CC(=C1)S(=O)(=O)C[C@@H](C)O ((R)-2-chloro-N-(4-chloro-3-(pyridin-2-yl)phenyl)-4-(2-hydroxypropylsulfonyl)benzamide). RXN SMILES: [Cl:1][C:2]1[CH:8]=[CH:7][C:5]([NH2:6])=[CH:4][C:3]=1[C:9]1[CH:14]=[CH:13][CH:12]=[CH:11][N:10]=1.[Cl:15][C:16]1[CH:24]=[C:23]([S:25]([CH2:28][C@H:29]([OH:31])[CH3:30])(=[O:27])=[O:26])[CH:22]=[CH:21][C:17]=1[C:18](O)=[O:19]>>[Cl:15][C:16]1[CH:24]=[C:23]([S:25]([CH2:28][C@H:29]([OH:31])[CH3:30])(=[O:26])=[O:27])[CH:22]=[CH:21][C:17]=1[C:18]([NH:6][C:5]1[CH:7]=[CH:8][C:2]([Cl:1])=[C:3]([C:9]2[CH:14]=[CH:13][CH:12]=[CH:11][N:10]=2)[CH:4]=1)=[O:19]. Reported procedure: 140 mg of (R)-propylene oxide was reacted with methyl 2-chloro-4-mercaptobenzoate via Procedure S to afford (R)-methyl 2-chloro-4-(2-hydroxypropylthio)benzoate. 435 mg of (R)-methyl-2-chloro-4-(2-hydroxypropylthio)benzoate was hydrolyzed via Procedure M to give (R)-2-chloro-4-(2-hydroxypropylthio)benzoic acid. 403 mg of (R)-2-chloro-4-(2-hydroxypropylthio)benzoic acid was reacted via Procedure R to give (R)-2-chloro-4-(2-hydroxypropylsulfonyl)benzoic acid. 298 mg of 4-chloro-3-(pyridine-2-yl)ani...